From a dataset of the Open Reaction Database (ORD), a public repository of structured organic reaction records. describe an organic reaction: reactants, conditions, products, and yield Reactants: C([O-])([O-])=O.[K+].[K+] (potassium carbonate), CN(C)C=O (DMF), S(=O)(=O)(OC[C@H](CCCCC)OC1OCCCC1)C1=CC=C(C)C=C1 (2-(S)-tetrahydropyranyloxyheptyl tosylate), F[C@H](CCOC=1C=NC(=NC1)C1=CC=C(C=C1)O)CCCC (5-[3-(S)-fluoroheptyloxy]-2-(4-hydroxyphenyl)pyrimidine). The solvent is O (water). The product is F[C@H](CCOC=1C=NC(=NC1)C1=CC=C(C=C1)OC[C@H](CCCCC)OC1OCCCC1)CCCC (5-[3-(S)-Fluoroheptyloxy]-2-[4-{2-(S)-tetrahydropyranyloxyheptyloxy}phenyl]-pyrimidine). The yield is 110.7%. As a reaction SMILES: [F:1][C@@H:2]([CH2:19][CH2:20][CH2:21][CH3:22])[CH2:3][CH2:4][O:5][C:6]1[CH:7]=[N:8][C:9]([C:12]2[CH:17]=[CH:16][C:15]([OH:18])=[CH:14][CH:13]=2)=[N:10][CH:11]=1.C(=O)([O-])[O-].[K+].[K+].CN(C=O)C.S(C1C=CC(C)=CC=1)(O[CH2:38][C@@H:39]([O:45][CH:46]1[CH2:51][CH2:50][CH2:49][CH2:48][O:47]1)[CH2:40][CH2:41][CH2:42][CH2:43][CH3:44])(=O)=O>O>[F:1][C@@H:2]([CH2:19][CH2:20][CH2:21][CH3:22])[CH2:3][CH2:4][O:5][C:6]1[CH:11]=[N:10][C:9]([C:12]2[CH:17]=[CH:16][C:15]([O:18][CH2:38][C@@H:39]([O:45][CH:46]3[CH2:51][CH2:50][CH2:49][CH2:48][O:47]3)[CH2:40][CH2:41][CH2:42][CH2:43][CH3:44])=[CH:14][CH:13]=2)=[N:8][CH:7]=1 |f:1.2.3|. Reported procedure: In a reaction flask were charged 3.5 g of 5-[3-(S)-fluoroheptyloxy]-2-(4-hydroxyphenyl)pyrimidine synthesized in the same manner as in steps 1 to 7 of Example 1, 3.17 g of potassium carbonate, 70 ml of DMF, and 6.4 g of 2-(S)-tetrahydropyranyloxyheptyl tosylate in a nitrogen stream, and the mixture was allowed to react at 80° C. for one day. After cooling, water was added thereto, the reaction mixture was extracted with toluene, and the solvent was removed from the extract to obtain 7.6 g of a c... Starting materials: solution, C(C=C)[Mg]Br (allylmagnesium bromide), O.C(C)(=O)OCC (Water ethyl acetate), ice water, COC1=CC=C(C=C1)C=1N=NC(=CC1C1=CC=C(C=C1)OC)Cl (3,4-bis(4-methoxyphenyl)-6-chloropyridazine). Reagents/catalysts: C=1C=CC(=CC1)[P](C=2C=CC=CC2)(C=3C=CC=CC3)[Pd]([P](C=4C=CC=CC4)(C=5C=CC=CC5)C=6C=CC=CC6)([P](C=7C=CC=CC7)(C=8C=CC=CC8)C=9C=CC=CC9)[P](C=1C=CC=CC1)(C=1C=CC=CC1)C=1C=CC=CC1 (tetrakis(triphenylphosphine)palladium). The solvent is C(C)OCC (diethyl ether), O1CCCC1 (tetrahydrofuran). Conditions: time 1 hour. Yields the product C(C=C)C1=CC(=C(N=N1)C1=CC=C(C=C1)OC)C1=CC=C(C=C1)OC (6-allyl-3,4-bis(4-methoxyphenyl)pyridazine). Yield: 69.8%. RXN SMILES: [CH3:1][O:2][C:3]1[CH:8]=[CH:7][C:6]([C:9]2[N:10]=[N:11][C:12](Cl)=[CH:13][C:14]=2[C:15]2[CH:20]=[CH:19][C:18]([O:21][CH3:22])=[CH:17][CH:16]=2)=[CH:5][CH:4]=1.[CH2:24]([Mg]Br)[CH:25]=[CH2:26].O.C(OCC)(=O)C>O1CCCC1.C(OCC)C.C1C=CC([P]([Pd]([P](C2C=CC=CC=2)(C2C=CC=CC=2)C2C=CC=CC=2)([P](C2C=CC=CC=2)(C2C=CC=CC=2)C2C=CC=CC=2)[P](C2C=CC=CC=2)(C2C=CC=CC=2)C2C=CC=CC=2)(C2C=CC=CC=2)C2C=CC=CC=2)=CC=1>[CH2:26]([C:12]1[N:11]=[N:10][C:9]([C:6]2[CH:7]=[CH:8][C:3]([O:2][CH3:1])=[CH:4][CH:5]=2)=[C:14]([C:15]2[CH:20]=[CH:19][C:18]([O:21][CH3:22])=[CH:17][CH:16]=2)[CH:13]=1)[CH:25]=[CH2:24] |f:2.3,^1:49,51,70,89|. Procedure details: To a solution of 3,4-bis(4-methoxyphenyl)-6-chloropyridazine 1.2 g (3.7 mmol) in tetrahydrofuran (24 ml), tetrakis(triphenylphosphine)palladium (0.21 g, 0.18 mmol) was added. Under cooling with ice water under an argon gas atmosphere, a 1 M solution (11 ml) of allylmagnesium bromide in diethyl ether was added dropwise. After the resulting mixture was stirred at the same temperature for 1 hour, the temperature of the mixture was allowed to rise to room temperature, followed by further stirring fo...